From a dataset of the Open Reaction Database (ORD), a public repository of structured organic reaction records. describe an organic reaction: reactants, conditions, products, and yield Starting materials: FC(OC=1C=C(C=CC1)O)(F)F (3-Trifluoromethoxyphenol), [H-].[Na+] (sodium hydride), ClC1=NC(=CC=C1)Cl (2,6-Dichloropyridine). Run in CN(C=O)C (dimethylformamide). The product is FC(OC=1C=C(OC2=NC(=CC=C2)OC2=CC(=CC=C2)OC(F)(F)F)C=CC1)(F)F.O(C1=CC=CC=C1)C1=NC=CC=C1 (phenoxy pyridine 2,6-di-[3-trifluoromethoxyphenoxy]-pyridine). Yield: 73.0%. Reaction SMILES: [F:1][C:2]([F:12])([F:11])[O:3][C:4]1[CH:5]=[C:6]([OH:10])[CH:7]=[CH:8][CH:9]=1.[H-].[Na+].Cl[C:16]1[CH:21]=[CH:20][CH:19]=[C:18](Cl)[N:17]=1>CN(C)C=O>[F:1][C:2]([F:11])([F:12])[O:3][C:4]1[CH:5]=[C:6]([CH:7]=[CH:8][CH:9]=1)[O:10][C:16]1[CH:21]=[CH:20][CH:19]=[C:18]([O:10][C:6]2[CH:7]=[CH:8][CH:9]=[C:4]([O:3][C:2]([F:1])([F:11])[F:12])[CH:5]=2)[N:17]=1.[O:3]([C:2]1[CH:19]=[CH:20][CH:21]=[CH:16][N:17]=1)[C:4]1[CH:5]=[CH:6][CH:7]=[CH:8][CH:9]=1 |f:1.2,5.6|. Procedure details: 3-Trifluoromethoxyphenol (19 g; 0.106 mol) was added to oil-free sodium hydride (2.7 g) in dry dimethylformamide (120 ml). 2,6-Dichloropyridine (8 g; 0.054 mol) was then added and the reaction mixture refluxed for 4 hours. The symmetrical phenoxy pyridine 2,6-di-[3-trifluoromethoxyphenoxy]-pyridine was isolated, following conventional work up, chromatography and distillation procedures, as a colorless oil (17 g; yield 73%). Boiling point: 145° C. at 3 mm Hg. Reactants: CC(C)=O, CC1(C#C[Si](C)(C)C)CCC2(CC1)OCCO2, Cl. Product: CC1(C#C[Si](C)(C)C)CCC(=O)CC1. As a reaction SMILES: [CH3:19][C:20](=[O:21])[CH3:22].[CH3:1][Si:2]([C:3]#[C:4][C:5]1([CH3:15])[CH2:6][CH2:7][C:8]2([O:9][CH2:12][CH2:11][O:10]2)[CH2:13][CH2:14]1)([CH3:16])[CH3:17].[ClH:18]>>[CH3:1][Si:2]([C:3]#[C:4][C:5]1([CH3:15])[CH2:6][CH2:7][C:8](=[O:9])[CH2:13][CH2:14]1)([CH3:16])[CH3:17]. Starting materials: OC1=C(C(=O)OCC2=CC=CC=C2)C=CC(=C1)OCC(C[Si](O[Si](C)(C)C)(O[Si](C)(C)C)C)C (benzyl 2-hydroxy-4-(2-methyl-3-[1,3,3,3-tetramethyl-1-[(trimethylsilyl)-oxy]disiloxanyl]propyloxy]benzoate), C1=CCCCC1 (cyclohexene). The reagents and catalysts are [Pd] (palladium-on-charcoal). Run in C(C)O (ethanol). Product: OC1=C(C(=O)O)C=CC(=C1)OCC(C[Si](O[Si](C)(C)C)(O[Si](C)(C)C)C)C (2-hydroxy-4-[2-methyl-3-[1,3,3,3-tetramethyl-1-[(trimethylsilyl)oxy]disiloxanyl]propyloxy]benzoic acid). As a reaction SMILES: [OH:1][C:2]1[CH:17]=[C:16]([O:18][CH2:19][CH:20]([CH3:34])[CH2:21][Si:22]([CH3:33])([O:28][Si:29]([CH3:32])([CH3:31])[CH3:30])[O:23][Si:24]([CH3:27])([CH3:26])[CH3:25])[CH:15]=[CH:14][C:3]=1[C:4]([O:6]CC1C=CC=CC=1)=[O:5].C1CCCCC=1>[Pd].C(O)C>[OH:1][C:2]1[CH:17]=[C:16]([O:18][CH2:19][CH:20]([CH3:34])[CH2:21][Si:22]([CH3:33])([O:28][Si:29]([CH3:32])([CH3:31])[CH3:30])[O:23][Si:24]([CH3:26])([CH3:25])[CH3:27])[CH:15]=[CH:14][C:3]=1[C:4]([OH:6])=[O:5]. Procedure details: A mixture of 12 g of benzyl 2-hydroxy-4-(2-methyl-3-[1,3,3,3-tetramethyl-1-[(trimethylsilyl)-oxy]disiloxanyl]propyloxy]benzoate (0.023 mol), ethanol (40 ml), cyclohexene (12 ml) and 10% palladium-on-charcoal (1.2 g) was maintained at reflux for 1 hour. The mixture was cooled and was rinsed with ethanol. The fluids were concentrated and the resulting product was recrystallized from a 50/50 water/ethanol mixture to give the 2-hydroxy-4-[2-methyl-3-[1,3,3,3-tetramethyl-1-[(trimethylsilyl)oxy]disilo...